This data is from the Open Reaction Database (ORD), a public repository of structured organic reaction records. The task is: describe an organic reaction: reactants, conditions, products, and yield Starting materials: C(C)OC(C(CC1=CC=C(C=C1)O)(C)OC1=CC=C(C=C1)F)=O (2-(4-fluorophenoxy)-3-(4-hydroxy-phenyl)-2-methyl-propionic acid ethyl ester), C1(=CC=CC=C1)C=1OC(=C(N1)CCOS(=O)(=O)C1=CC=C(C=C1)C)C (toluene-4-sulfonic acid 2-(2-phenyl-5-methyl-oxazol-4-yl)-ethyl ester). Product: FC1=CC=C(OC(C(=O)O)(CC2=CC=C(C=C2)OCCC=2N=C(OC2C)C2=CC=CC=C2)C)C=C1 (2-(4-Fluoro-phenoxy)-2-methyl-3-{4-[2-(5-methyl-2-phenyl-oxazol-4-yl)-ethoxy]-phenyl}-propionic acid). RXN SMILES: C([O:3][C:4](=[O:23])[C:5]([O:15][C:16]1[CH:21]=[CH:20][C:19]([F:22])=[CH:18][CH:17]=1)([CH3:14])[CH2:6][C:7]1[CH:12]=[CH:11][C:10](O)=[CH:9][CH:8]=1)C.[C:24]1([C:30]2[O:31][C:32]([CH3:48])=[C:33]([CH2:35][CH2:36][O:37]S(C3C=CC(C)=CC=3)(=O)=O)[N:34]=2)[CH:29]=[CH:28][CH:27]=[CH:26][CH:25]=1>>[F:22][C:19]1[CH:18]=[CH:17][C:16]([O:15][C:5]([CH3:14])([CH2:6][C:7]2[CH:8]=[CH:9][C:10]([O:37][CH2:36][CH2:35][C:33]3[N:34]=[C:30]([C:24]4[CH:25]=[CH:26][CH:27]=[CH:28][CH:29]=4)[O:31][C:32]=3[CH3:48])=[CH:11][CH:12]=2)[C:4]([OH:23])=[O:3])=[CH:21][CH:20]=1. Reported procedure: Standard Procedure (B) was utilized to prepare the title compound from 2-(4-fluorophenoxy)-3-(4-hydroxy-phenyl)-2-methyl-propionic acid ethyl ester and toluene-4-sulfonic acid 2-(2-phenyl-5-methyl-oxazol-4-yl)-ethyl ester. 1H NMR (400 MHz, CDCl3) δ 8.00-7.97 (m, 2H), 7.43-7.41 (m, 3H), 7.18 (d, 2H, J=8.99 Hz), 6.93-6.82 (m, 6H), 4.21 (t, 2H, J=6.65 Hz), 3.21 (d, 1H, J=14.08 Hz), 3.13 (d, 1H, J=14.08 Hz), 3.01 (t, 2H, J=6.65 Hz), 2.39 (s, 3H), 1.36 (s, 3H); HRMS (ES+) m/z exact mass calcd for C28... Starting materials: C(C)(=O)N[C@H]1[C@@H](C(OC(=C1C(=O)OC)C)(OCC)OCC)C (methyl trans-4-acetylamino-2,2-diethoxy-3,6-dimethyl-3,4-dihydro-2H-pyran-5-carboxylate), O (water), Cl (HCl), C([O-])([O-])=O.[K+].[K+] (potassium carbonate). Isolated yield 61.2%. Run in O1CCCC1 (tetrahydrofuran). Product: CC(C(=O)OCC)C(C(C(C)=O)C(=O)OC)NC(C)=O (ethyl 2-methyl-3-acetylamino-4-methoxycarbonyl-5-oxohexanoate). Procedure: To a solution of methyl trans-4-acetylamino-2,2-diethoxy-3,6-dimethyl-3,4-dihydro-2H-pyran-5-carboxylate (12.2 g) (Example 6) in 200 ml tetrahydrofuran was added 3.0 ml water and 1.0 ml 1N HCl. The mixture was stirred at 20°-25° C. for 16 hours, then neutralised by adding 1.0 g anhydrous potassium carbonate. The mixture was filtered and the filtrate evaporated at reduced pressure to give 11.4 g of crude product which was crystallised from toluene/hexane (50:50) giving ethyl 2-methyl-3-acetylamin... Conditions: time 16 hour. As a reaction SMILES: [C:1]([NH:4][C@@H:5]1[C:10]([C:11]([O:13][CH3:14])=[O:12])=[C:9]([CH3:15])[O:8][C:7]([O:19]CC)([O:16][CH2:17][CH3:18])[C@H:6]1[CH3:22])(=[O:3])[CH3:2].O.Cl.C(=O)([O-])[O-].[K+].[K+]>O1CCCC1>[CH3:22][CH:6]([CH:5]([NH:4][C:1](=[O:3])[CH3:2])[CH:10]([C:11]([O:13][CH3:14])=[O:12])[C:9](=[O:8])[CH3:15])[C:7]([O:16][CH2:17][CH3:18])=[O:19] |f:3.4.5|.